Task: describe an organic reaction: reactants, conditions, products, and yield. Dataset: the Open Reaction Database (ORD), a public repository of structured organic reaction records Reactants: C(C1=CC=CC=C1)OC(N[C@@H](CCCNC(=O)OC(C)(C)C)C(=O)NCC[C@@H](CO)NC(=O)OC(C)(C)C)=O (Benzyl{(1S)-4-[(tert-butoxycarbonyl)amino]-1-[({(3S)-3-[(tert-butoxycarbonyl)amino]-4-hydroxybutyl}amino)carbonyl]butyl}carbamate). The reagents and catalysts are [Pd] (palladium on activated carbon). Run in C(C)O (ethanol). Reaction conditions: time 12 hour. Product: C(C)(C)(C)OC(=O)NCCC[C@H](N)C(=O)NCC[C@@H](CO)NC(=O)OC(C)(C)C (N5-(tert-Butoxycarbonyl)-N-{(3S)-3-[(tert-butoxycarbonyl)amino]-4-hydroxybutyl}-L-ornithinamide). Reaction SMILES: C(OC(=O)[NH:10][C@H:11]([C:23]([NH:25][CH2:26][CH2:27][C@H:28]([NH:31][C:32]([O:34][C:35]([CH3:38])([CH3:37])[CH3:36])=[O:33])[CH2:29][OH:30])=[O:24])[CH2:12][CH2:13][CH2:14][NH:15][C:16]([O:18][C:19]([CH3:22])([CH3:21])[CH3:20])=[O:17])C1C=CC=CC=1>[Pd].C(O)C>[C:19]([O:18][C:16]([NH:15][CH2:14][CH2:13][CH2:12][C@@H:11]([C:23]([NH:25][CH2:26][CH2:27][C@H:28]([NH:31][C:32]([O:34][C:35]([CH3:38])([CH3:37])[CH3:36])=[O:33])[CH2:29][OH:30])=[O:24])[NH2:10])=[O:17])([CH3:22])([CH3:21])[CH3:20]. Reported procedure: 17 mg of palladium on activated carbon (10%) are added to a mixture of 0.088 g (0.16 mmol) of the compound from Example 238A in 10 ml of ethanol, and the mixture is then hydrogenated under atmospheric pressure for 12 h. The reaction mixture is filtered through kieselguhr, and the filtrate is concentrated in vacuo and dried under high vacuum. The crude product is reacted without further purification. Yields the product [C-]#[N+]c1c(C)cccc1C. Reaction SMILES: [CH2:47]([Cl:48])[Cl:49].[CH3:15][N+:16]([C:17](=[O:18])[CH2:19][CH2:20][CH2:21][CH2:22][CH2:23][CH2:24][CH3:25])([C:26](=[O:27])[CH2:28][CH2:29][CH2:30][CH2:31][CH2:32][CH2:33][CH3:34])[C:35](=[O:36])[CH2:37][CH2:38][CH2:39][CH2:40][CH2:41][CH2:42][CH3:43].[CH3:1][c:2]1[cH:3][cH:4][cH:5][c:6]([CH3:7])[c:8]1[NH2:9].[CH:10]([Cl:11])([Cl:12])[Cl:13].[Cl-:14].[Na+:45].[OH-:44].[OH2:46]>>[CH3:1][c:2]1[cH:3][cH:4][cH:5][c:6]([CH3:7])[c:8]1[N+:9]#[C-:10]. Reactants: ClCCl, CCCCCCCC(=O)[N+](C)(C(=O)CCCCCCC)C(=O)CCCCCCC, Cc1cccc(C)c1N, ClC(Cl)Cl, [Cl-], [Na+], [OH-], O. The reactants are CC=1C=C(O[C@@H](CCC)C2=CC=C(C(=O)OCC)C=C2)C=C(C1N1N=CC(=C1)C(F)(F)F)C ((S)-ethyl 4-(1-(3,5-dimethyl-4-(4-(trifluoromethyl)-1H-pyrazol-1-yl)phenoxy)butyl)benzoate), O.[OH-].[Li+] (Lithium hydroxide monohydrate), O.[OH-].[Li+] (lithium hydroxide monohydrate), O (water), O1CCCC1 (tetrahydrofuran). Solvent: CO (methanol). Conditions: time 1.5 hour. The product is CC=1C=C(O[C@@H](CCC)C2=CC=C(C(=O)O)C=C2)C=C(C1N1N=CC(=C1)C(F)(F)F)C ((S)-4-(1-(3,5-dimethyl-4-(4-(trifluoromethyl)-1H-pyrazol-1-yl)phenoxy)butyl)benzoic acid). The yield is 100.3%. Reaction SMILES: [CH3:1][C:2]1[CH:3]=[C:4]([CH:21]=[C:22]([CH3:33])[C:23]=1[N:24]1[CH:28]=[C:27]([C:29]([F:32])([F:31])[F:30])[CH:26]=[N:25]1)[O:5][C@H:6]([C:10]1[CH:20]=[CH:19][C:13]([C:14]([O:16]CC)=[O:15])=[CH:12][CH:11]=1)[CH2:7][CH2:8][CH3:9].O.O1CCCC1.O.[OH-].[Li+]>CO>[CH3:1][C:2]1[CH:3]=[C:4]([CH:21]=[C:22]([CH3:33])[C:23]=1[N:24]1[CH:28]=[C:27]([C:29]([F:30])([F:32])[F:31])[CH:26]=[N:25]1)[O:5][C@H:6]([C:10]1[CH:11]=[CH:12][C:13]([C:14]([OH:16])=[O:15])=[CH:19][CH:20]=1)[CH2:7][CH2:8][CH3:9] |f:3.4.5|. Procedure details: To a flask containing (S)-ethyl 4-(1-(3,5-dimethyl-4-(4-(trifluoromethyl)-1H-pyrazol-1-yl)phenoxy)butyl)benzoate (11.8 g, 25.6 mmol) was added water (32.0 mL), tetrahydrofuran (32.0 mL), and methanol (32.0 mL). Lithium hydroxide monohydrate (2.15 g, 51.2 mmol) was then added. The suspension was stirred at room temperature. After 1.5 h, another (1.07 g, 25.6 mmol) of lithium hydroxide monohydrate was added. After 2 h, the reaction was concentrated. The crude residue was dissolved in water and the... Starting materials: ClCCCOP(OCCCCl)C1=CC=CC=C1 (bis(chloropropyl)phenylphosphonite), CNC(=O)NC (1,3-dimethylurea), C(C1=CC=CC=C1)=O (benzaldehyde). The solvent is 100g, C1(=CC=CC=C1)C (toluene). The product is CN1P(C(N(C1=O)C)C1=CC=CC=C1)(C1=CC=CC=C1)=O (1,4-Dimethyl-2,3-diphenyl-1,4,2-diazaphospholidin-5-one-2-oxide). Reaction SMILES: ClCCCO[P:6]([C:12]1[CH:17]=[CH:16][CH:15]=[CH:14][CH:13]=1)[O:7]CCCCl.[CH3:18][NH:19][C:20]([NH:22][CH3:23])=[O:21].[CH:24](=O)[C:25]1[CH:30]=[CH:29][CH:28]=[CH:27][CH:26]=1>C1(C)C=CC=CC=1>[CH3:18][N:19]1[C:20](=[O:21])[N:22]([CH3:23])[CH:24]([C:25]2[CH:30]=[CH:29][CH:28]=[CH:27][CH:26]=2)[P:6]1(=[O:7])[C:12]1[CH:13]=[CH:14][CH:15]=[CH:16][CH:17]=1. Procedure details: A solution of 0.3 mole each of bis(chloropropyl)phenylphosphonite, 1,3-dimethylurea, and benzaldehyde in 100g of toluene is warmed at 105°-110° for 1.5 hr, giving a light yellow reaction mixture in which about half of the phosphorus detectable by nmr had a chemical shift at -25.9 ppm. Stripping to 107°/0.5mm followed by dilution with ether and filtration gives 14.8g of white solid: mp 132°-138° (141.5°-143.5° from tetrahydrofuran-ether); 31P nmr -25.6 ppm; 1H nmr δ7.3 and 7.6 (m, 10, aryl), 4.6 ... The reactants are NC(=O)OCC (urethane), CC1(CC(CC(C1)(C)CN)N)C (IPDA). The product is COC(=O)NCC1(CC(CC(C1)(C)C)NC(=O)OC)C (3-methoxycarbonylaminomethyl-3,5,5-trimethyl-1-methoxycarbonylaminocyclohexane). Isolated yield 98.1%. RXN SMILES: [NH2:1][C:2]([O:4][CH2:5]C)=[O:3].[CH3:7][C:8]1([CH3:18])[CH2:13][C:12]([CH2:15][NH2:16])([CH3:14])[CH2:11][CH:10](N)[CH2:9]1>>[CH3:5][O:4][C:2]([NH:16][CH2:15][C:12]1([CH3:14])[CH2:13][C:8]([CH3:18])([CH3:7])[CH2:9][CH:10]([NH:1][C:2]([O:4][CH3:5])=[O:3])[CH2:11]1)=[O:3]. Procedure: The thus-prepared crude reaction solution was analyzed by gas chromatography and it was confirmed that a urethane compound corresponding to IPDA, that is, 3-methoxycarbonylaminomethyl-3,5,5-trimethyl-1-methoxycarbonylaminocyclohexane, was produced in a yield of 98.1% based on IPDA.